This data is from the Open Reaction Database (ORD), a public repository of structured organic reaction records. The task is: describe an organic reaction: reactants, conditions, products, and yield The reactants are ice water, COC=1C=C(C=CC1OC)CC#N ([3,4-bis(methyloxy)phenyl]acetonitrile), C(CC)(=O)OCC (ethyl propanoate), [O-]CC.[Na+] (sodium ethoxide). Run in C(C)O (ethanol). Yields the product COC=1C=C(C=CC1OC)C(C#N)C(CC)=O (2-[3,4-bis(methyloxy)phenyl]-3-oxopentanenitrile). Isolated yield 30.9%. As a reaction SMILES: [CH3:1][O:2][C:3]1[CH:4]=[C:5]([CH2:11][C:12]#[N:13])[CH:6]=[CH:7][C:8]=1[O:9][CH3:10].[C:14](OCC)(=[O:17])[CH2:15][CH3:16].[O-]CC.[Na+]>C(O)C>[CH3:1][O:2][C:3]1[CH:4]=[C:5]([CH:11]([C:14](=[O:17])[CH2:15][CH3:16])[C:12]#[N:13])[CH:6]=[CH:7][C:8]=1[O:9][CH3:10] |f:2.3|. Reported procedure: To a mixture of [3,4-bis(methyloxy)phenyl]acetonitrile (2.0 g, 11 mmol) and ethyl propanoate (1.61 mL, 14 mmol) in ethanol (4 mL) was added a sodium ethoxide solution (21%, 8.4 mL, 23 mmol), and the resulting mixture was heated at reflux for 18 hours. After cooling to room temperature, it was poured into a mixture of ice-water (50 mL). This aqueous mixture was washed with dichloromethane (3×20 mL) then acidified to pH 1. The acidified mixture was extracted with ethyl acetate (3×30 mL). The combi...